Dataset: the Open Reaction Database (ORD), a public repository of structured organic reaction records. Task: describe an organic reaction: reactants, conditions, products, and yield Starting materials: O=Cc1cc(Br)ccc1Oc1ccc(Cl)c(Cl)c1, CN, CCO, CC(C)[O-], CC(C)[O-], CC(C)[O-], CC(C)[O-], [Ti+4]. Product: CNCc1cc(Br)ccc1Oc1ccc(Cl)c(Cl)c1. As a reaction SMILES: [Br:3][c:4]1[cH:5][cH:6][c:7]([O:12][c:13]2[cH:14][c:15]([Cl:20])[c:16]([Cl:19])[cH:17][cH:18]2)[c:8]([CH:9]=[O:10])[cH:11]1.[CH3:1][NH2:2].[CH3:21][CH2:22][OH:23].[CH3:24][CH:25]([CH3:26])[O-:27].[CH3:29][CH:30]([CH3:31])[O-:32].[CH3:33][CH:34]([CH3:35])[O-:36].[CH3:37][CH:38]([CH3:39])[O-:40].[Ti+4:28]>>[CH3:1][NH:2][CH2:9][c:8]1[c:7]([O:12][c:13]2[cH:14][c:15]([Cl:20])[c:16]([Cl:19])[cH:17][cH:18]2)[cH:6][cH:5][c:4]([Br:3])[cH:11]1. Starting materials: CO (Methanol), O (water), C([O-])([O-])=O.[K+].[K+] (potassium carbonate), ClC=1C=C2C(=CC1)N(CC21CN(CC1)CC(=O)OC(C)(C)C)C(C(F)(F)F)=O (t-butyl 2-(5-chloro-1-(2,2,2-trifluoroacetyl)spiro[indoline-3,3′-pyrrolidin]-1′-yl)acetate). The solvent is C(C)(=O)OCC (ethyl acetate). Conditions: time 1.5 hour. Yields the product ClC=1C=C2C(=CC1)NCC21CN(CC1)CC(=O)OC(C)(C)C (t-butyl 2-(5-chlorospiro[indoline-3,3′-pyrrolidin]-1′-yl)acetate). The yield is 101.8%. Reaction SMILES: CO.O.C(=O)([O-])[O-].[K+].[K+].[Cl:10][C:11]1[CH:12]=[C:13]2[C:19]3([CH2:23][CH2:22][N:21]([CH2:24][C:25]([O:27][C:28]([CH3:31])([CH3:30])[CH3:29])=[O:26])[CH2:20]3)[CH2:18][N:17](C(=O)C(F)(F)F)[C:14]2=[CH:15][CH:16]=1>C(OCC)(=O)C>[Cl:10][C:11]1[CH:12]=[C:13]2[C:19]3([CH2:23][CH2:22][N:21]([CH2:24][C:25]([O:27][C:28]([CH3:31])([CH3:30])[CH3:29])=[O:26])[CH2:20]3)[CH2:18][NH:17][C:14]2=[CH:15][CH:16]=1 |f:2.3.4|. Procedure: Methanol (10.7 mL), water (3.6 mL), and potassium carbonate (0.4 g, 2.86 mmol) were added to t-butyl 2-(5-chloro-1-(2,2,2-trifluoroacetyl)spiro[indoline-3,3′-pyrrolidin]-1′-yl)acetate (0.6 g, 1.43 mmol), and the obtained mixture was then stirred at room temperature for 1.5 hours. Thereafter, the reaction solution was diluted with ethyl acetate, and was then washed with water and brine. The organic layer was concentrated in vacuo to obtain t-butyl 2-(5-chlorospiro[indoline-3,3′-pyrrolidin]-1′-yl)... Reactants: [Al+3], O=C(Cl)CBr, CN(C)C=O, CN1CS(=O)c2ccccc21, [Cl-], [Cl-], [Cl-]. Product: CN1CS(=O)c2cc(C(=O)CBr)ccc21. As a reaction SMILES: [Al+3:2].[Br:16][CH2:17][C:18](=[O:19])[Cl:20].[CH3:21][N:22]([CH3:23])[CH:24]=[O:25].[CH3:5][N:6]1[CH2:7][S:8](=[O:15])[c:9]2[c:10]1[cH:11][cH:12][cH:13][cH:14]2.[Cl-:1].[Cl-:3].[Cl-:4]>>[CH3:5][N:6]1[CH2:7][S:8](=[O:15])[c:9]2[c:10]1[cH:11][cH:12][c:13]([C:18]([CH2:17][Br:16])=[O:19])[cH:14]2. The reactants are BrC1=CC=C(C=C1)C(=O)C1=CC=CC=C1 ((4-bromophenyl)phenyl methanone), C(C)[Mg]Cl (ethylmagnesium chloride). The reagents and catalysts are [Cl-].[Cl-].[Zn+2] (zinc dichloride). Solvent: C1CCOC1 (THF), C1CCOC1 (THF). Reaction conditions: time 1 hour. The product is BrC1=CC=C(C=C1)C(CC)(O)C1=CC=CC=C1 (1-(4-Bromo-phenyl)-1-phenyl-propan-1-ol). As a reaction SMILES: [CH2:1]([Mg]Cl)[CH3:2].[Br:5][C:6]1[CH:11]=[CH:10][C:9]([C:12]([C:14]2[CH:19]=[CH:18][CH:17]=[CH:16][CH:15]=2)=[O:13])=[CH:8][CH:7]=1>C1COCC1.[Cl-].[Cl-].[Zn+2]>[Br:5][C:6]1[CH:7]=[CH:8][C:9]([C:12]([C:14]2[CH:15]=[CH:16][CH:17]=[CH:18][CH:19]=2)([OH:13])[CH2:1][CH3:2])=[CH:10][CH:11]=1 |f:3.4.5|. Reported procedure: To a stirred solution of ethylmagnesium chloride (153.1 mg, 1.723 mmol) in THF (10.0 mL, 123 mmol) was added zinc dichloride (47.0 mg, 0.345 mmol) at rt. The resulting mixture was stirred at rt for 1 h. Then to this mixture, (4-bromophenyl)phenyl methanone (300.00 mg, 1.1489 mmol) in THF (5 mL) was added at 0° C. The mixture was then stirred at 0° C. for 2 h. The solvent was then removed under reduced pressure and the resulting residue was purified by a flash chromatography(2% EtOAc in hexane). Reactants: Brc1ccccc1, CC(=O)[O-], C=Cc1ccccc1, [Na+], CN(C)C=O. The product is C(=Cc1ccccc1)c1ccccc1. As a reaction SMILES: [Br:9][c:10]1[cH:11][cH:12][cH:13][cH:14][cH:15]1.[C:16]([O-:17])(=[O:18])[CH3:19].[CH2:1]=[CH:2][c:3]1[cH:4][cH:5][cH:6][cH:7][cH:8]1.[Na+:20].[O:21]=[CH:22][N:23]([CH3:24])[CH3:25]>>[CH:1](=[CH:2][c:3]1[cH:4][cH:5][cH:6][cH:7][cH:8]1)[c:10]1[cH:11][cH:12][cH:13][cH:14][cH:15]1. Reactants: C1CCNCC1, ClCCl, CCN(C(C)C)C(C)C, O=C(Cl)c1cc(O)c2c(c1)OC(c1ccccc1)(c1ccccc1)O2. Yields the product O=C(c1cc(O)c2c(c1)OC(c1ccccc1)(c1ccccc1)O2)N1CCCCC1. RXN SMILES: [CH2:1]1[CH2:2][CH2:3][NH:4][CH2:5][CH2:6]1.[CH2:41]([Cl:42])[Cl:43].[CH2:7]([N:8]([CH:9]([CH3:10])[CH3:11])[CH:12]([CH3:13])[CH3:14])[CH3:15].[OH:16][c:17]1[cH:18][c:19]([C:38](=[O:39])[Cl:40])[cH:20][c:21]2[c:22]1[O:23][C:24]([c:26]1[cH:27][cH:28][cH:29][cH:30][cH:31]1)([c:32]1[cH:33][cH:34][cH:35][cH:36][cH:37]1)[O:25]2>>[CH2:1]1[CH2:2][CH2:3][N:4]([C:38]([c:19]2[cH:18][c:17]([OH:16])[c:22]3[c:21]([cH:20]2)[O:25][C:24]([c:26]2[cH:27][cH:28][cH:29][cH:30][cH:31]2)([c:32]2[cH:33][cH:34][cH:35][cH:36][cH:37]2)[O:23]3)=[O:39])[CH2:5][CH2:6]1. Starting materials: BrC1C(N(CC1)CC(C)C)=O (rac-3-Bromo-1-isobutyl-pyrrolidine-2-one), C1(=CC=CC=C1)P(C1=CC=CC=C1)C1=CC=CC=C1 (triphenylphosphine). The solvent is C1CCOC1 (THF). The product is [Br-].C(C(C)C)N1C(C(CC1)[P+](C1=CC=CC=C1)(C1=CC=CC=C1)C1=CC=CC=C1)=O (rac-(1-Isobutyl-2-oxo-pyrrolidin-3-yl)-triphenyl-phosphonium bromide). As a reaction SMILES: [Br:1][CH:2]1[CH2:6][CH2:5][N:4]([CH2:7][CH:8]([CH3:10])[CH3:9])[C:3]1=[O:11].[C:12]1([P:18]([C:25]2[CH:30]=[CH:29][CH:28]=[CH:27][CH:26]=2)[C:19]2[CH:24]=[CH:23][CH:22]=[CH:21][CH:20]=2)[CH:17]=[CH:16][CH:15]=[CH:14][CH:13]=1>C1COCC1>[Br-:1].[CH2:7]([N:4]1[CH2:5][CH2:6][CH:2]([P+:18]([C:19]2[CH:20]=[CH:21][CH:22]=[CH:23][CH:24]=2)([C:25]2[CH:30]=[CH:29][CH:28]=[CH:27][CH:26]=2)[C:12]2[CH:13]=[CH:14][CH:15]=[CH:16][CH:17]=2)[C:3]1=[O:11])[CH:8]([CH3:10])[CH3:9] |f:3.4|. Procedure: 2.74 g (12.4 mmol) rac-3-Bromo-1-isobutyl-pyrrolidine-2-one were dissolved in 12 ml THF, and 3.43 g (13.1 mmol) triphenylphosphine were added. The mixture was then refluxed for 3 days under argon atmosphere. After cooling to room temperature, the suspension was filtered with suction, the white crystals were washed with ice-cold THF and then dried under high vacuum. Solvent: C(=O)(C(F)(F)F)O (TFA). Reaction conditions: time 30 minute. As a reaction SMILES: [CH3:1][C:2]1[CH:7]=[CH:6][CH:5]=[CH:4][C:3]=1[C:8]1[CH:9]=[C:10]2[C:15](=[CH:16][CH:17]=1)[C:14]([CH3:19])([CH3:18])[C:13](=[O:20])[C:12]([C:21]([NH:23][CH2:24][C:25]([O:27]C(C)(C)C)=[O:26])=[O:22])=[C:11]2[OH:32]>C(O)(C(F)(F)F)=O>[CH3:1][C:2]1[CH:7]=[CH:6][CH:5]=[CH:4][C:3]=1[C:8]1[CH:9]=[C:10]2[C:15](=[CH:16][CH:17]=1)[C:14]([CH3:19])([CH3:18])[C:13](=[O:20])[C:12]([C:21]([NH:23][CH2:24][C:25]([OH:27])=[O:26])=[O:22])=[C:11]2[OH:32]. Reported procedure: 1,1-Dimethylethyl N-((6-(2-methylphenyl)-4-hydroxy-1,1-dimethyl-2-oxo-naphthalen-3-yl)carbonyl)glycinate (160 mg, 367 μmol) was dissolved in TFA (2 mL) at ambient temperature. The reaction was stirred for 30 minutes and then concentrated, precipitated with hexanes, filtered, washed with hexanes, and dried in a vacuum oven to give the title compound (57 mg) as a light yellow solid. MS (m/z)=380 (M+H)+. Calculated for C22H21NO5 379.14. Reactants: CC1=C(C=CC=C1)C=1C=C2C(=C(C(C(C2=CC1)(C)C)=O)C(=O)NCC(=O)OC(C)(C)C)O (1,1-Dimethylethyl N-((6-(2-methylphenyl)-4-hydroxy-1,1-dimethyl-2-oxo-naphthalen-3-yl)carbonyl)glycinate). Yields the product CC1=C(C=CC=C1)C=1C=C2C(=C(C(C(C2=CC1)(C)C)=O)C(=O)NCC(=O)O)O (N-((6-(2-Methylphenyl)-4-hydroxy-1,1-dimethyl-2-oxo-naphthalen-3-yl)carbonyl)glycine). Isolated yield 40.9%. Starting materials: C(C)(=O)N(C(C)C(=O)O[N+](=O)[O-])C1=CC=CC=C1 (N-acetyl-O-nitrophenyl-DL-alanine). The reagents and catalysts are O.O.O.O.O.O.[Co](Cl)Cl (cobalt (II) chloride hexahydrate). The solvent is [OH-].[Na+] (sodium hydroxide). Conditions: temperature 37 celsius, time 2 day. Product: [N+](=O)([O-])OC([C@@H](NC1=CC=CC=C1)C)=O (O-nitrophenyl-L-alanine). Isolated yield 37.0%. Reaction SMILES: C([N:4]([C:13]1[CH:18]=[CH:17][CH:16]=[CH:15][CH:14]=1)[CH:5]([C:7]([O:9][N+:10]([O-:12])=[O:11])=[O:8])[CH3:6])(=O)C>O.O.O.O.O.O.[Co](Cl)Cl.[OH-].[Na+]>[N+:10]([O:9][C:7](=[O:8])[C@H:5]([CH3:6])[NH:4][C:13]1[CH:14]=[CH:15][CH:16]=[CH:17][CH:18]=1)([O-:12])=[O:11] |f:1.2.3.4.5.6.7,8.9|. Procedure: To N-acetyl-O-nitrophenyl-DL-alanine (324 g, 1.28 mol), aqueous solution (1.8 liters) of 1N sodium hydroxide was added to dissolved, and acylase (9.0 g) and cobalt (II) chloride hexahydrate (100 mg) were sequentially added, and the mixture was stirred for 2 days at 37° C. After filtering the insoluble matter, the filtrate was evaporated in vacuo, and precipitating crystals were filtered and washed with a small amount of water, and the captioned compound (99.6 g, 37%) was obtained.